Dataset: the Open Reaction Database (ORD), a public repository of structured organic reaction records. Task: describe an organic reaction: reactants, conditions, products, and yield The reactants are BrC=1C=NC=2N(C1)N=C(C2)C(=O)O (6-bromo-pyrazolo[1,5-a]pyrimidine-2-carboxylic acid), BrC1=C2CCNCC2=CC=C1 (5-Bromo-1,2,3,4-tetrahydro-isoquinoline). Product: BrC1=C2CCN(CC2=CC=C1)C(=O)C1=NN2C(N=CC(=C2)Br)=C1 ((5-Bromo-3,4-dihydro-1H-isoquinolin-2-yl)-(6-bromo-pyrazolo[1,5-a]pyrimidin-2-yl)-methanone). Reaction SMILES: [Br:1][C:2]1[CH:3]=[N:4][C:5]2[N:6]([N:8]=[C:9]([C:11]([OH:13])=O)[CH:10]=2)[CH:7]=1.[Br:14][C:15]1[CH:24]=[CH:23][CH:22]=[C:21]2[C:16]=1[CH2:17][CH2:18][NH:19][CH2:20]2>>[Br:14][C:15]1[CH:24]=[CH:23][CH:22]=[C:21]2[C:16]=1[CH2:17][CH2:18][N:19]([C:11]([C:9]1[CH:10]=[C:5]3[N:4]=[CH:3][C:2]([Br:1])=[CH:7][N:6]3[N:8]=1)=[O:13])[CH2:20]2. Procedure details: In close analogy to the procedure described in Example 1, 6-bromo-pyrazolo[1,5-a]pyrimidine-2-carboxylic acid is reacted with 5-Bromo-1,2,3,4-tetrahydro-isoquinoline to provide the title compound in moderate yield. The reactants are CN(C(=O)Cl)c1ccccc1, CN(C)C=O, O=C(Nc1ccc(O)nc1)c1ccc(Cl)cc1, C1CN2CCN1CC2, O. Yields the product CN(C(=O)Oc1ccc(NC(=O)c2ccc(Cl)cc2)cn1)c1ccccc1. Reaction SMILES: [CH3:18][N:19]([C:20](=[O:21])[Cl:22])[c:23]1[cH:24][cH:25][cH:26][cH:27][cH:28]1.[CH3:37][N:38]([CH3:39])[CH:40]=[O:41].[Cl:1][c:2]1[cH:3][cH:4][c:5]([C:6](=[O:7])[NH:8][c:9]2[cH:10][n:11][c:12]([OH:15])[cH:13][cH:14]2)[cH:16][cH:17]1.[N:29]12[CH2:30][CH2:31][N:32]([CH2:33][CH2:34]1)[CH2:35][CH2:36]2.[OH2:42]>>[Cl:1][c:2]1[cH:3][cH:4][c:5]([C:6](=[O:7])[NH:8][c:9]2[cH:10][n:11][c:12]([O:15][C:20]([N:19]([CH3:18])[c:23]3[cH:24][cH:25][cH:26][cH:27][cH:28]3)=[O:21])[cH:13][cH:14]2)[cH:16][cH:17]1. Reactants: CC(C)(C)OC(=O)OC(=O)OC(C)(C)C, NC1CCN(Cc2ccccc2)CC1, C1CCOC1, CC(C)O, CN(C)c1nc(Cl)nc2ccccc12. The product is CN(C)c1nc(N2CCC(N)CC2)nc2ccccc12. As a reaction SMILES: [C:15]([O:16][C:17]([O:18][C:19]([CH3:20])([CH3:21])[CH3:22])=[O:23])([O:24][C:25]([CH3:26])([CH3:27])[CH3:28])=[O:29].[CH2:1]([c:2]1[cH:3][cH:4][cH:5][cH:6][cH:7]1)[N:8]1[CH2:9][CH2:10][CH:11]([NH2:14])[CH2:12][CH2:13]1.[CH2:44]1[O:45][CH2:46][CH2:47][CH2:48]1.[CH3:49][CH:50]([OH:51])[CH3:52].[Cl:30][c:31]1[n:32][c:33]2[cH:34][cH:35][cH:36][cH:37][c:38]2[c:39]([N:41]([CH3:42])[CH3:43])[n:40]1>>[N:8]1([c:31]2[n:32][c:33]3[cH:34][cH:35][cH:36][cH:37][c:38]3[c:39]([N:41]([CH3:42])[CH3:43])[n:40]2)[CH2:9][CH2:10][CH:11]([NH2:14])[CH2:12][CH2:13]1. The reactants are COC(=O)c1cc2c(C)ccc(C)c2[nH]1, CSSC, CCOC(C)=O, ClCCCl, CN(C)C=O, O=S(=O)(Cl)Cl. Product: COC(=O)c1[nH]c2c(C)ccc(C)c2c1SC. As a reaction SMILES: [CH3:10][c:11]1[c:12]2[cH:13][c:14]([C:21](=[O:22])[O:23][CH3:24])[nH:15][c:16]2[c:17]([CH3:20])[cH:18][cH:19]1.[CH3:1][S:2][S:3][CH3:4].[CH3:34][CH2:35][O:36][C:37](=[O:38])[CH3:39].[Cl:25][CH2:26][CH2:27][Cl:28].[O:29]=[CH:30][N:31]([CH3:32])[CH3:33].[S:5]([Cl:6])([Cl:7])(=[O:8])=[O:9]>>[S:3]([CH3:4])[c:13]1[c:12]2[c:11]([CH3:10])[cH:19][cH:18][c:17]([CH3:20])[c:16]2[nH:15][c:14]1[C:21](=[O:22])[O:23][CH3:24]. Reactants: CCCC[N+](CCCC)(CCCC)CCCC, ClCCl, CI, CS(=O)(=O)Nc1ccc(I)cc1, [Na+], [OH-], O, O=S(=O)([O-])O. Yields the product CN(c1ccc(I)cc1)S(C)(=O)=O. RXN SMILES: [CH2:25]([N+:26]([CH2:27][CH2:28][CH2:29][CH3:30])([CH2:31][CH2:32][CH2:33][CH3:34])[CH2:35][CH2:36][CH2:37][CH3:38])[CH2:39][CH2:40][CH3:41].[Cl:17][CH2:18][Cl:19].[I:15][CH3:16].[I:1][c:2]1[cH:3][cH:4][c:5]([NH:8][S:9](=[O:10])(=[O:11])[CH3:12])[cH:6][cH:7]1.[Na+:14].[OH-:13].[OH2:42].[S:20](=[O:21])(=[O:22])([OH:23])[O-:24]>>[I:1][c:2]1[cH:3][cH:4][c:5]([N:8]([S:9](=[O:10])(=[O:11])[CH3:12])[CH3:18])[cH:6][cH:7]1.